Dataset: the Open Reaction Database (ORD), a public repository of structured organic reaction records. Task: describe an organic reaction: reactants, conditions, products, and yield Starting materials: Cl.Cl.NCCNC1=NC=C(C#N)C=C1 (6-[(2-Aminoethyl)amino]nicotinonitrile dihydrochloride), C(C)(C)(C)OC(NCCNC=1SC(=C(N1)N)C#N)=O (tert-Butyl{2-[(4-amino-5-cyano-1,3-thiazol-2-yl)amino]ethyl}carbamate), FC(C(=O)O)(F)F (trifluoroacetic acid). Product: FC(C(=O)O)(F)F.NC=1N=C(SC1C#N)NCCN (4-Amino-2-[(2-aminoethyl)amino]-1,3-thiazole-5-carbonitrile trifluoroacetate). RXN SMILES: Cl.Cl.NCCNC1C=CC(C#N)=CN=1.C(OC(=O)[NH:21][CH2:22][CH2:23][NH:24][C:25]1[S:26][C:27]([C:31]#[N:32])=[C:28]([NH2:30])[N:29]=1)(C)(C)C.[F:34][C:35]([F:40])([F:39])[C:36]([OH:38])=[O:37]>>[F:34][C:35]([F:40])([F:39])[C:36]([OH:38])=[O:37].[NH2:30][C:28]1[N:29]=[C:25]([NH:24][CH2:23][CH2:22][NH2:21])[S:26][C:27]=1[C:31]#[N:32] |f:0.1.2,5.6|. Procedure: Analogously to the preparation of the cyanopyridine (Example 2A), 130 mg (0.46 mmol) of the Boc-protected amine (Example 15A) and 1.05 g (9.18 mmol) of trifluoroacetic acid gave, after removal of all volatile components, 130 mg (96% of theory) of the product. The reactants are CC(C)(C)OC(=O)N(Cc1ccc2c(c1)OCCO2)C1CCN(CCn2c(=O)cc(-c3ccncc3)c3ccccc32)CC1, O=C([O-])O, CCOC(C)=O, ClC(Cl)Cl, Cl, [Na+], O=C(O)C(F)(F)F. The product is Cl, O=c1cc(-c2ccncc2)c2ccccc2n1CCN1CCC(NCc2ccc3c(c2)OCCO3)CC1. As a reaction SMILES: [C:1]([O:2][C:3](=[O:4])[N:7]([CH:8]1[CH2:9][CH2:10][N:11]([CH2:14][CH2:15][n:16]2[c:17](=[O:32])[cH:18][c:19](-[c:26]3[cH:27][cH:28][n:29][cH:30][cH:31]3)[c:20]3[cH:21][cH:22][cH:23][cH:24][c:25]23)[CH2:12][CH2:13]1)[CH2:33][c:34]1[cH:35][c:36]2[c:37]([cH:42][cH:43]1)[O:38][CH2:39][CH2:40][O:41]2)([CH3:5])([CH3:6])[CH3:44].[C:52](=[O:53])([O-:54])[OH:55].[C:57]([O:58][CH2:59][CH3:60])(=[O:61])[CH3:62].[CH:64]([Cl:65])([Cl:66])[Cl:67].[ClH:63].[Na+:56].[OH:45][C:46]([C:47]([F:48])([F:49])[F:50])=[O:51]>>[ClH:63].[NH:7]([CH:8]1[CH2:9][CH2:10][N:11]([CH2:14][CH2:15][n:16]2[c:17](=[O:32])[cH:18][c:19](-[c:26]3[cH:27][cH:28][n:29][cH:30][cH:31]3)[c:20]3[cH:21][cH:22][cH:23][cH:24][c:25]23)[CH2:12][CH2:13]1)[CH2:33][c:34]1[cH:35][c:36]2[c:37]([cH:42][cH:43]1)[O:38][CH2:39][CH2:40][O:41]2. The reactants are [H-].[Na+] (sodium hydride), C(C1=CC=CC=C1)S (benzyl mercaptan), ClC1=C(OC2=CC(=C(C=C2)[N+](=O)[O-])[N+](=O)[O-])C=CC(=C1)C(F)(F)F (4-(2-chloro-4-trifluoromethylphenoxy)-1,2-dinitrobenzene). Solvent: O1CCCC1 (tetrahydrofuran), O1CCCC1 (tetrahydrofuran). Product: C(C1=CC=CC=C1)SC1=C(C=CC(=C1)OC1=C(C=C(C=C1)C(F)(F)F)Cl)[N+](=O)[O-] (2-benzylthio-4-(2-chloro-4-trifluoromethylphenoxy)nitrobenzene). As a reaction SMILES: [CH2:1]([SH:8])[C:2]1[CH:7]=[CH:6][CH:5]=[CH:4][CH:3]=1.[H-].[Na+].[Cl:11][C:12]1[CH:30]=[C:29]([C:31]([F:34])([F:33])[F:32])[CH:28]=[CH:27][C:13]=1[O:14][C:15]1[CH:20]=[CH:19][C:18]([N+:21]([O-:23])=[O:22])=[C:17]([N+]([O-])=O)[CH:16]=1>O1CCCC1>[CH2:1]([S:8][C:17]1[CH:16]=[C:15]([O:14][C:13]2[CH:27]=[CH:28][C:29]([C:31]([F:34])([F:32])[F:33])=[CH:30][C:12]=2[Cl:11])[CH:20]=[CH:19][C:18]=1[N+:21]([O-:23])=[O:22])[C:2]1[CH:7]=[CH:6][CH:5]=[CH:4][CH:3]=1 |f:1.2|. Procedure details: 1.7 g of benzyl mercaptan was dissolved in dry tetrahydrofuran and 0.5 g of sodium hydride added with stirring under dry nitrogen. The reaction mixture was stirred under reflux for 30 minutes, and a solution of 5 g of 1A dissolved in 25 ml of dry tetrahydrofuran was added dropwise. Reaction occurred rapidly, and the product was chromatographically purified to give 2-benzylthio-4-(2-chloro-4-trifluoromethylphenoxy)nitrobenzene (1B) as a yellow oil. Reactants: BrCc1cccc(Br)n1, Cc1cc(C)cc(C(=O)c2[nH]c(=O)[nH]c(=O)c2C(C)C)c1. Yields the product Cc1cc(C)cc(C(=O)c2c(C(C)C)c(=O)[nH]c(=O)n2Cc2cccc(Br)n2)c1. RXN SMILES: [Br:22][c:23]1[cH:24][cH:25][cH:26][c:27]([CH2:29][Br:30])[n:28]1.[CH:1]([CH3:2])([CH3:3])[c:4]1[c:5](=[O:21])[nH:6][c:7](=[O:20])[nH:8][c:9]1[C:10]([c:11]1[cH:12][c:13]([CH3:18])[cH:14][c:15]([CH3:17])[cH:16]1)=[O:19]>>[CH:1]([CH3:2])([CH3:3])[c:4]1[c:5](=[O:21])[nH:6][c:7](=[O:20])[n:8]([CH2:29][c:27]2[cH:26][cH:25][cH:24][c:23]([Br:22])[n:28]2)[c:9]1[C:10]([c:11]1[cH:12][c:13]([CH3:18])[cH:14][c:15]([CH3:17])[cH:16]1)=[O:19].